Task: describe an organic reaction: reactants, conditions, products, and yield. Dataset: the Open Reaction Database (ORD), a public repository of structured organic reaction records The reactants are NCCNC1=NC(=NC=2C1=NN(C2C2=C(C=CC=C2Cl)Cl)C)C ((2-aminoethyl)[3-(2,6-dichlorophenyl)-2,5-dimethylpyrazolo[3,4-e]pyrimidin-7-yl]amine), CN1CCOCC1 (4-methylmorpholine), C(C)OC1=C(C=C(C=C1)CC(=O)O)OC (2-(4-ethoxy-3-methoxyphenyl)acetic acid), O=C1OCCN1P(=O)(N1C(OCC1)=O)Cl (bis(2-oxo-3-oxazolidinyl)phosphinic chloride). Procedure: To a stirred solution of (2-aminoethyl)[3-(2,6-dichlorophenyl)-2,5-dimethylpyrazolo[3,4-e]pyrimidin-7-yl]amine (175 mg, 0.5 mmol) in N,N-dimethylacetamide (5 mL), add 4-methylmorpholine (101 mg, 1.0 mmol), 2-(4-ethoxy-3-methoxyphenyl)acetic acid (115 mg, 0.55 mmol) and bis(2-oxo-3-oxazolidinyl)phosphinic chloride (331 mg, 0.75 mmol). Stir the reaction mixture at ambient temperature for 14 h and dilute with EtOAc (15 mL). Wash the organic extracts successively with water (10 mL), brine (10 ), sat... RXN SMILES: [NH2:1][CH2:2][CH2:3][NH:4][C:5]1[C:10]2=[N:11][N:12]([CH3:22])[C:13]([C:14]3[C:19]([Cl:20])=[CH:18][CH:17]=[CH:16][C:15]=3[Cl:21])=[C:9]2[N:8]=[C:7]([CH3:23])[N:6]=1.CN1CC[O:28]CC1.[CH2:31]([O:33][C:34]1[CH:39]=[CH:38][C:37](CC(O)=O)=[CH:36][C:35]=1[O:44][CH3:45])[CH3:32].O=C1N(P(Cl)(N2CCOC2=O)=O)CCO1>CN(C)C(=O)C.CCOC(C)=O>[Cl:20][C:19]1[CH:18]=[CH:17][CH:16]=[C:15]([Cl:21])[C:14]=1[C:13]1[N:12]([CH3:22])[N:11]=[C:10]2[C:9]=1[N:8]=[C:7]([CH3:23])[N:6]=[C:5]2[NH:4][CH:3]([C:37]1[CH:38]=[CH:39][C:34]([O:33][CH2:31][CH3:32])=[C:35]([O:44][CH3:45])[CH:36]=1)[C:2]([NH2:1])=[O:28]. Solvent: CCOC(=O)C (EtOAc), CN(C(C)=O)C (N,N-dimethylacetamide). Conditions: time 14 hour. Product: ClC1=C(C(=CC=C1)Cl)C=1N(N=C2C(=NC(=NC21)C)NC(C(=O)N)C2=CC(=C(C=C2)OCC)OC)C (2-{[3-(2,6-Dichlorophenyl)-2,5-dimethylpyrazolo[3,4-e]pyrimidin-7-yl]amino}-2-(4-ethoxy-3-methoxyphenyl)acetamide). The reactants are O=C([O-])O, Cc1ccccc1, CCOC(C)=O, O=C(Cl)OCc1ccccc1, NC(=O)CCC(N)C(=O)O, [Na+]. Yields the product NC(=O)CCC(NC(=O)OCc1ccccc1)C(=O)O. Reaction SMILES: [C:11](=[O:12])([OH:13])[O-:14].[CH3:16][c:17]1[cH:18][cH:19][cH:20][cH:21][cH:22]1.[CH3:34][CH2:35][O:36][C:37](=[O:38])[CH3:39].[Cl:23][C:24](=[O:25])[O:26][CH2:27][c:28]1[cH:29][cH:30][cH:31][cH:32][cH:33]1.[NH2:1][CH:2]([CH2:3][CH2:4][C:5]([NH2:6])=[O:7])[C:8]([OH:9])=[O:10].[Na+:15]>>[NH:1]([CH:2]([CH2:3][CH2:4][C:5]([NH2:6])=[O:7])[C:8]([OH:9])=[O:10])[C:24](=[O:25])[O:26][CH2:27][c:28]1[cH:29][cH:30][cH:31][cH:32][cH:33]1. The reactants are BrCCCCBr, CCOC(=O)CO, CCOCC, CCOC(C)=O, C[Si](C)(C)[N-][Si](C)(C)C, [Na+], CN(C)C=O. The product is CCOC(=O)COCCCCBr. Reaction SMILES: [Br:18][CH2:19][CH2:20][CH2:21][CH2:22][Br:23].[C:1]([CH2:2][OH:3])(=[O:4])[O:5][CH2:6][CH3:7].[CH3:24][CH2:25][O:26][CH2:27][CH3:28].[CH3:34][CH2:35][O:36][C:37]([CH3:38])=[O:39].[CH3:8][Si:9]([N-:10][Si:11]([CH3:12])([CH3:13])[CH3:14])([CH3:15])[CH3:16].[Na+:17].[O:29]=[CH:30][N:31]([CH3:32])[CH3:33]>>[C:1]([CH2:2][O:3][CH2:22][CH2:21][CH2:20][CH2:19][Br:18])(=[O:4])[O:5][CH2:6][CH3:7]. The reactants are CC(C)(C)OC(=O)c1ccc(NC2CCc3cc4nc(COCc5ccccc5)[nH]c(=O)c4cc32)cc1, CCO. Yields the product CC(C)(C)OC(=O)c1ccc(NC2CCc3cc4nc(CO)[nH]c(=O)c4cc32)cc1. Reaction SMILES: [CH2:1]([c:2]1[cH:3][cH:4][cH:5][cH:6][cH:7]1)[O:8][CH2:9][c:10]1[n:11][c:12]2[cH:13][c:14]3[c:15]([cH:16][c:17]2[c:18](=[O:20])[nH:19]1)[CH:21]([NH:24][c:25]1[cH:26][cH:27][c:28]([C:29](=[O:30])[O:31][C:32]([CH3:33])([CH3:34])[CH3:35])[cH:36][cH:37]1)[CH2:22][CH2:23]3.[CH3:38][CH2:39][OH:40]>>[OH:8][CH2:9][c:10]1[n:11][c:12]2[cH:13][c:14]3[c:15]([cH:16][c:17]2[c:18](=[O:20])[nH:19]1)[CH:21]([NH:24][c:25]1[cH:26][cH:27][c:28]([C:29](=[O:30])[O:31][C:32]([CH3:33])([CH3:34])[CH3:35])[cH:36][cH:37]1)[CH2:22][CH2:23]3. The reactants are C(=O)(OCC1=CC=CC=C1)N[C@@H](CC1=CC=CC=C1)C(=O)O (N-Cbz-L-phenylalanine), C=O (paraformaldehyde), C1(=CC=C(C=C1)S(=O)(=O)O)C (p-toluenesulfonic acid). The solvent is C1(=CC=CC=C1)C (toluene). Yields the product C(C1=CC=CC=C1)OC(=O)N1COC([C@@H]1CC1=CC=CC=C1)=O ((4S)-3-Benzyloxycarbonyl-4-phenylmethyl-5-oxooxazolidine). Reaction SMILES: [C:1]([NH:11][C@H:12]([C:20]([OH:22])=[O:21])[CH2:13][C:14]1[CH:19]=[CH:18][CH:17]=[CH:16][CH:15]=1)([O:3][CH2:4][C:5]1[CH:10]=[CH:9][CH:8]=[CH:7][CH:6]=1)=[O:2].C=O.[C:25]1(C)C=CC(S(O)(=O)=O)=CC=1>C1(C)C=CC=CC=1>[CH2:4]([O:3][C:1]([N:11]1[C@@H:12]([CH2:13][C:14]2[CH:19]=[CH:18][CH:17]=[CH:16][CH:15]=2)[C:20](=[O:22])[O:21][CH2:25]1)=[O:2])[C:5]1[CH:10]=[CH:9][CH:8]=[CH:7][CH:6]=1. Reported procedure: Following the procedure of Ben-Ishai (J. Am. Chem. Soc., 1957, 79, 5736), N-Cbz-L-phenylalanine (10.0 gm, 33.4 mmol), paraformaldehyde (3.0 gm, 100.2 mmol), and p-toluenesulfonic acid (0.64 gm, 3.3 mmol) were suspended in toluene (150 ml). The reaction was brought to reflux and water removed azeotropically through the agency of a Dean-Stark trap until collection of water ceased (0.5-2.0 h). After cooling, the reaction mixture was diluted with ethyl ether, washed (1X, saturated aqueous NaHCO3 ; 1... The reactants are CITi(Oi-Pr)3, BrC=1C=C(C=CC1)C(C)=N[S@](=O)C(C)(C)C ((R)—N-(1-(3-bromophenyl)ethylidene)-2-methylpropane-2-sulfinamide), [NH4+].[Cl-] (NH4Cl), [Li+].CC(C)[N-]C(C)C (LDA), C(C)(=O)OC (methyl acetate). Run in C1CCOC1 (THF), C1CCOC1 (THF), O (H2O), C1CCOC1 (THF). Run at temperature -78 celsius, time 30 minute. Yields the product BrC=1C=C(C=CC1)[C@@](CC(=O)OC)(C)N[S@](=O)C(C)(C)C ((S)-methyl 3-(3-bromophenyl)-3-((R)-1,1-dimethylethylsulfinamido)butanoate). As a reaction SMILES: [Li+].CC([N-]C(C)C)C.[C:9]([O:12][CH3:13])(=[O:11])[CH3:10].[Br:14][C:15]1[CH:16]=[C:17]([C:21](=[N:23][S@@:24]([C:26]([CH3:29])([CH3:28])[CH3:27])=[O:25])[CH3:22])[CH:18]=[CH:19][CH:20]=1.[NH4+].[Cl-]>C1COCC1.O>[Br:14][C:15]1[CH:16]=[C:17]([C@:21]([NH:23][S@@:24]([C:26]([CH3:27])([CH3:29])[CH3:28])=[O:25])([CH3:22])[CH2:10][C:9]([O:12][CH3:13])=[O:11])[CH:18]=[CH:19][CH:20]=1 |f:0.1,4.5|. Procedure: Add LDA (2M in heptane/THF, 3.4 mL, 6.9 mmol) to a solution of methyl acetate (0.6 mL, 6.9 mmol) in THF (5 mL) dropwise via a syringe at −78° C. After stirring at −78° C. for 30 min, add a solution of CITi(Oi-Pr)3 (1.8 mL, 7.6 mmol) in THF (5 mL) dropwise. After stirring for another 30 min, add (R)—N-(1-(3-bromophenyl)ethylidene)-2-methylpropane-2-sulfinamide (1.03 g, 3.4 mmol) in THF (2 mL) dropwise via a syringe. After 3 h add a saturated aqueous solution of NH4Cl (10 eq) and allow the mixture... Starting materials: tert-Butyl 2-ethoxycarbonyl imidazole-4-carboxylate, C(C#C)(=O)OC(C)(C)C (tert-butyl propiolate), NC(C(=O)OCC)=NO (ethyl α-aminooximinoacetate), C=1(C(=CC=CC1)C)C (xylene). Solvent: C(C)N(CC)CC (triethylamine). Product: C(C)OC(=O)C=1NC=C(N1)C(=O)OC(C)(C)C (tert-butyl 2-ethoxycarbonylimidazole-4-carboxylate). RXN SMILES: [NH2:1][C:2](=[N:8]O)[C:3]([O:5][CH2:6][CH3:7])=[O:4].C1(C)C(C)=CC=CC=1.[C:18]([O:22][C:23]([CH3:26])([CH3:25])[CH3:24])(=[O:21])[C:19]#[CH:20]>C(N(CC)CC)C>[CH2:6]([O:5][C:3]([C:2]1[NH:8][CH:20]=[C:19]([C:18]([O:22][C:23]([CH3:26])([CH3:25])[CH3:24])=[O:21])[N:1]=1)=[O:4])[CH3:7]. Procedure: tert-Butyl 2-ethoxycarbonyl imidazole-4-carboxylate can be prepared as follows: the procedure is as in Example 1 but starting from 15 g of ethyl α-aminooximinoacetate, 500 ml of xylene, 19.1 of triethylamine and 14.3 ml of tert-butyl propiolate. The crude product (19 g) is chromatographed on a silica column, eluting with a mixture of cyclohexane and ethyl acetate (50-50 by volume) to give 5 g of tert-butyl 2-ethoxycarbonylimidazole-4-carboxylate, employed as such in the subsequent syntheses.